Dataset: the Open Reaction Database (ORD), a public repository of structured organic reaction records. Task: describe an organic reaction: reactants, conditions, products, and yield Reactants: BrCCc1ccccc1, C1CCOC1, Cc1ccc2c(c1)sc1ncc(C=O)n12, [Mg]. Yields the product Cc1ccc2c(c1)sc1ncc(C(O)CCc3ccccc3)n12. RXN SMILES: [Br:2][CH2:3][CH2:4][c:5]1[cH:6][cH:7][cH:8][cH:9][cH:10]1.[CH2:26]1[O:27][CH2:28][CH2:29][CH2:30]1.[CH3:11][c:12]1[cH:13][c:14]2[c:15]([n:16]3[c:17]([s:18]2)[n:19][cH:20][c:21]3[CH:22]=[O:23])[cH:24][cH:25]1.[Mg:1]>>[CH2:3]([CH2:4][c:5]1[cH:6][cH:7][cH:8][cH:9][cH:10]1)[CH:22]([c:21]1[n:16]2[c:15]3[c:14]([cH:13][c:12]([CH3:11])[cH:25][cH:24]3)[s:18][c:17]2[n:19][cH:20]1)[OH:23]. Reactants: ClC1=CC(=CC(=N1)N[C@@H]1CC[C@H](CC1)NC(OC(C)(C)C)=O)C1=CN(C2=NC=C(C=C21)O)S(=O)(=O)C2=CC=CC=C2 (tert-butyl(trans)-4-(6-chloro-4-(5-hydroxy-1-(phenylsulfonyl)-1H-pyrrolo[2,3-b]pyridin-3-yl)pyridin-2-ylamino)cyclohexylcarbamate), N(=NC(=O)OC(C)(C)C)C(=O)OC(C)(C)C (di-tert-butyl azodicarboxylate), C1(=CC=CC=C1)P(C1=CC=CC=C1)C1=CC=CC=C1 (triphenylphosphine), C(C)O (ethanol). The solvent is C1CCOC1 (THF). Product: ClC1=CC(=CC(=N1)N[C@@H]1CC[C@H](CC1)NC(OC(C)(C)C)=O)C1=CN(C2=NC=C(C=C21)OCC)S(=O)(=O)C2=CC=CC=C2 (tert-butyl(trans)-4-(6-chloro-4-(5-ethoxy-1-(phenylsulfonyl)-1H-pyrrolo[2,3-b]pyridin-3-yl)pyridin-2-ylamino)cyclohexylcarbamate). Yield: 90.7%. As a reaction SMILES: [Cl:1][C:2]1[N:7]=[C:6]([NH:8][C@H:9]2[CH2:14][CH2:13][C@H:12]([NH:15][C:16](=[O:22])[O:17][C:18]([CH3:21])([CH3:20])[CH3:19])[CH2:11][CH2:10]2)[CH:5]=[C:4]([C:23]2[C:31]3[C:26](=[N:27][CH:28]=[C:29]([OH:32])[CH:30]=3)[N:25]([S:33]([C:36]3[CH:41]=[CH:40][CH:39]=[CH:38][CH:37]=3)(=[O:35])=[O:34])[CH:24]=2)[CH:3]=1.N(C(OC(C)(C)C)=O)=NC(O[C:47](C)(C)[CH3:48])=O.C1(P(C2C=CC=CC=2)C2C=CC=CC=2)C=CC=CC=1.C(O)C>C1COCC1>[Cl:1][C:2]1[N:7]=[C:6]([NH:8][C@H:9]2[CH2:14][CH2:13][C@H:12]([NH:15][C:16](=[O:22])[O:17][C:18]([CH3:21])([CH3:20])[CH3:19])[CH2:11][CH2:10]2)[CH:5]=[C:4]([C:23]2[C:31]3[C:26](=[N:27][CH:28]=[C:29]([O:32][CH2:47][CH3:48])[CH:30]=3)[N:25]([S:33]([C:36]3[CH:41]=[CH:40][CH:39]=[CH:38][CH:37]=3)(=[O:35])=[O:34])[CH:24]=2)[CH:3]=1. Procedure details: A mixture of Example 224a (80.0 mg, 0.134 mmol), di-tert-butyl azodicarboxylate (77 mg, 0.334 mmol), triphenylphosphine on solid support (3 mmol/g, 112.0 mg, 0.427 mmol) and ethanol (0.039 mL, 0.669 mmol) in THF (3 mL) was stirred at room temperature overnight. The mixture was diluted with EtOac, filtered through celite, concentrated and purified on a 12 g column using the ISCO Companion flash system eluting with hexane/EtOAc (8:2 to 6:4) to give 76.1 mg of the title compound. Reaction SMILES: [C:1]([CH3:2])([CH3:3])([CH3:4])[O:5][C:6]([N:7]([CH3:8])[CH2:9][c:10]1[cH:11][c:12]([CH2:16][C:17]#[N:18])[cH:13][cH:14][cH:15]1)=[O:19].[CH3:20][CH2:21][OH:22].[NH3:23].[Ni:24]>>[C:1]([CH3:2])([CH3:3])([CH3:4])[O:5][C:6]([N:7]([CH3:8])[CH2:9][c:10]1[cH:11][c:12]([CH2:16][CH2:17][NH2:18])[cH:13][cH:14][cH:15]1)=[O:19]. The product is CN(Cc1cccc(CCN)c1)C(=O)OC(C)(C)C. Starting materials: CN(Cc1cccc(CC#N)c1)C(=O)OC(C)(C)C, CCO, N, [Ni]. The reactants are C(C)(=O)O (acetic acid), C(C)(C)OC1=NC2=CC=C3C(=C2C(=C1)C(F)(F)F)OC[C@H](N3)C(C)C ((3R)-3,4-dihydro-8-isopropoxy-3-isopropyl-10-(trifluoromethyl)-2H-[1,4]oxazino[2,3-f]quinoline), [BH4-].[Na+] (NaBH4). The product is Compound 122, C(C)N1[C@@H](COC2=C3C(=CC(=NC3=CC=C21)OC(C)C)C(F)(F)F)C(C)C ((3R)-4-ethyl-3,4-dihydro-8-isopropoxy-3-isopropyl-10-(trifluoromethyl)-2H-[1,4]oxazino[2,3-f]quinoline). The yield is 60.0%. RXN SMILES: [CH:1]([O:4][C:5]1[CH:14]=[C:13]([C:15]([F:18])([F:17])[F:16])[C:12]2[C:7](=[CH:8][CH:9]=[C:10]3[NH:22][C@H:21]([CH:23]([CH3:25])[CH3:24])[CH2:20][O:19][C:11]3=2)[N:6]=1)([CH3:3])[CH3:2].[BH4-].[Na+].[C:28](O)(=O)[CH3:29]>>[CH2:28]([N:22]1[C:10]2[C:11](=[C:12]3[C:7](=[CH:8][CH:9]=2)[N:6]=[C:5]([O:4][CH:1]([CH3:3])[CH3:2])[CH:14]=[C:13]3[C:15]([F:18])([F:17])[F:16])[O:19][CH2:20][C@H:21]1[CH:23]([CH3:25])[CH3:24])[CH3:29] |f:1.2|. Reported procedure: Compound 122 was prepared according to General Method 5 (EXAMPLE 2) from (3R)-3,4-dihydro-8-isopropoxy-3-isopropyl-10-(trifluoromethyl)-2H-[1,4]oxazino[2,3-f]quinoline (50 mg, 0.14 mmol) and NaBH4 pellets (>10 equiv) in 2 mL acetic acid to afford 30 mg (ca. 60%) of (3R)-4-ethyl-3,4-dihydro-8-isopropoxy-3-isopropyl-10-(trifluoromethyl)-2H-[1,4]oxazino[2,3-f]quinoline. This material (30 mg, 0.08 mmol) was carried on according to General Method 4 (EXAMPLE 1) by treatment with 4 mL of 1:1 acetic aci... Starting materials: C(C)(=O)NC(C(=O)O)CC(=O)C1=C(C=CC(=C1)Cl)N ((-)-2-acetamido-4-(2-amino-5-chlorophenyl)-4-oxo-butyric acid). The solvent is Cl (HCl). Yields the product N[C@@H](C(=O)O)CC(=O)C1=C(C=CC(=C1)Cl)N ((R)-(+)-2-amino-4-(2-amino-5-chlorophenyl)-4-oxo-butyric acid). The yield is 61.7%. Reaction SMILES: C([NH:4][CH:5]([CH2:9][C:10]([C:12]1[CH:17]=[C:16]([Cl:18])[CH:15]=[CH:14][C:13]=1[NH2:19])=[O:11])[C:6]([OH:8])=[O:7])(=O)C>Cl>[NH2:4][C@H:5]([CH2:9][C:10]([C:12]1[CH:17]=[C:16]([Cl:18])[CH:15]=[CH:14][C:13]=1[NH2:19])=[O:11])[C:6]([OH:8])=[O:7]. Procedure: A solution of (-)-2-acetamido-4-(2-amino-5-chlorophenyl)-4-oxo-butyric acid (0.76 g, 2.67 mmol) in 2N HCl (90 ml) was heated at reflux temperature for 3 h. The aqueous solution was evaporated to dryness, the residue was dissolved in water, washed with CH2Cl2 and evaporated again. The residue was dissolved in water (30 ml) and adjusted to pH 6.5 with 1N NaOH: a light yellow solid separated. The solid was filtered and washed with cold water to obtain (R)-(+)-2-amino-4-(2-amino-5-chlorophenyl)-4-ox... The product is Cc1c(C)n(Cc2cccc(F)c2)c2c(N3CCc4ccccc4C3)nc(N3CCOCC3)cc12, Cl. As a reaction SMILES: [C:79](=[O:80])([O-:81])[O-:82].[CH2:1]1[CH2:2][O:3][CH2:4][CH2:5][NH:6]1.[CH2:85]1[O:86][CH2:87][CH2:88][O:89][CH2:90]1.[Cl:7][c:8]1[cH:9][c:10]2[c:11]([c:12]([N:14]3[CH2:15][c:16]4[cH:17][cH:18][cH:19][cH:20][c:21]4[CH2:22][CH2:23]3)[n:13]1)[n:24]([CH2:29][c:30]1[cH:31][c:32]([F:36])[cH:33][cH:34][cH:35]1)[c:25]([CH3:28])[c:26]2[CH3:27].[Cs+:83].[Cs+:84].[O:111]=[C:112]([CH:113]=[CH:114][c:115]1[cH:116][cH:117][cH:118][cH:119][cH:120]1)[CH:121]=[CH:122][c:123]1[cH:124][cH:125][cH:126][cH:127][cH:128]1.[O:129]=[C:130]([CH:131]=[CH:132][c:133]1[cH:134][cH:135][cH:136][cH:137][cH:138]1)[CH:139]=[CH:140][c:141]1[cH:142][cH:143][cH:144][cH:145][cH:146]1.[O:93]=[C:94]([CH:95]=[CH:96][c:97]1[cH:98][cH:99][cH:100][cH:101][cH:102]1)[CH:103]=[CH:104][c:105]1[cH:106][cH:107][cH:108][cH:109][cH:110]1.[Pd:91].[Pd:92].[c:37]1([P:38]([c:39]2[cH:40][cH:41][cH:42][cH:43][cH:44]2)[c:45]2[c:46]3[c:70]([cH:71][cH:72][cH:73]2)[C:67]([CH3:68])([CH3:69])[c:49]2[c:48]([c:53]([P:54]([c:55]4[cH:56][cH:57][cH:58][cH:59][cH:60]4)[c:61]4[cH:62][cH:63][cH:64][cH:65][cH:66]4)[cH:52][cH:51][cH:50]2)[O:47]3)[cH:74][cH:75][cH:76][cH:77][cH:78]1>>[CH2:1]1[CH2:2][O:3][CH2:4][CH2:5][N:6]1[c:8]1[cH:9][c:10]2[c:11]([c:12]([N:14]3[CH2:15][c:16]4[cH:17][cH:18][cH:19][cH:20][c:21]4[CH2:22][CH2:23]3)[n:13]1)[n:24]([CH2:29][c:30]1[cH:31][c:32]([F:36])[cH:33][cH:34][cH:35]1)[c:25]([CH3:28])[c:26]2[CH3:27].[ClH:7]. The reactants are O=C([O-])[O-], C1COCCN1, C1COCCO1, Cc1c(C)n(Cc2cccc(F)c2)c2c(N3CCc4ccccc4C3)nc(Cl)cc12, [Cs+], [Cs+], O=C(C=Cc1ccccc1)C=Cc1ccccc1, O=C(C=Cc1ccccc1)C=Cc1ccccc1, O=C(C=Cc1ccccc1)C=Cc1ccccc1, [Pd], [Pd], CC1(C)c2cccc(P(c3ccccc3)c3ccccc3)c2Oc2c(P(c3ccccc3)c3ccccc3)cccc21.